Dataset: the Open Reaction Database (ORD), a public repository of structured organic reaction records. Task: describe an organic reaction: reactants, conditions, products, and yield Starting materials: C(C)(C)(C)OC(=O)N(CCC(=O)[O-])C1CCCC1 (N-tert-butoxycarbonyl-3-cyclopentylamino-propanoate), C(=O)OC(C)(C)C (H-Boc). Run in C(C)(=O)OCC.CCCCCCC (ethyl acetate heptane). Product: C(C)(C)(C)OC(=O)N(CCCO)C1CCCC1 (N-tert-butoxycarbonyl-3-cyclopentylamino-propanol). As a reaction SMILES: [C:1]([O:5][C:6]([N:8]([CH:14]1[CH2:18][CH2:17][CH2:16][CH2:15]1)[CH2:9][CH2:10][C:11]([O-])=[O:12])=[O:7])([CH3:4])([CH3:3])[CH3:2].C(OC(C)(C)C)=O>C(OCC)(=O)C.CCCCCCC>[C:1]([O:5][C:6]([N:8]([CH:14]1[CH2:15][CH2:16][CH2:17][CH2:18]1)[CH2:9][CH2:10][CH2:11][OH:12])=[O:7])([CH3:4])([CH3:2])[CH3:3] |f:2.3|. Reported procedure: This compound was prepared from N-tert-butoxycarbonyl-3-cyclopentylamino-propanoate (3a, 2.28 g, 8.0 mmol) using the procedure described in Example 2b. Yield: 1.34 g (69%). ESI-MS: 244.2 (M+H)+, 266.3 (M+Na)+, 188.2 (M+H—C4H8)+, 144.2 (M+H-Boc)+. Rf (silica gel; ethyl acetate/heptane, 1:4, v/v): 0.30. Starting materials: O=C([O-])[O-], Cc1cccc(C)c1O, CCC(C)=O, ClCCN1CCCC1, Cl, [I-], [K+], [K+], [Na+]. Product: Cc1cccc(C)c1OCCN1CCCC1, Cl. As a reaction SMILES: [C:19](=[O:20])([O-:21])[O-:22].[CH3:1][c:2]1[c:3]([OH:9])[c:4]([CH3:8])[cH:5][cH:6][cH:7]1.[CH3:27][C:28]([CH2:29][CH3:30])=[O:31].[Cl:11][CH2:12][CH2:13][N:14]1[CH2:15][CH2:16][CH2:17][CH2:18]1.[ClH:10].[I-:25].[K+:23].[K+:24].[Na+:26]>>[CH3:1][c:2]1[c:3]([O:9][CH2:12][CH2:13][N:14]2[CH2:15][CH2:16][CH2:17][CH2:18]2)[c:4]([CH3:8])[cH:5][cH:6][cH:7]1.[ClH:11].